The task is: describe an organic reaction: reactants, conditions, products, and yield. This data is from the Open Reaction Database (ORD), a public repository of structured organic reaction records. The reactants are COC=1C=C(OCC(=O)O)C=CC1OC (2-(3,4-dimethoxyphenoxy)acetic acid), Cl.CNOC (N,O-dimethylhydroxyamine hydrochloride), CCN=C=NCCCN(C)C.Cl (WSC.HCl), C=1C=CC2=C(C1)N=NN2O (HOBt). Conditions: time 20 hour. Yields the product COC=1C=C(OCC(=O)N(C)OC)C=CC1OC (2-(3,4-Dimethoxyphenoxy)-N-methoxy-N-methylacetamide). RXN SMILES: [CH3:1][O:2][C:3]1[CH:4]=[C:5]([CH:11]=[CH:12][C:13]=1[O:14][CH3:15])[O:6][CH2:7][C:8]([OH:10])=O.Cl.[CH3:17][NH:18][O:19][CH3:20].CCN=C=NCCCN(C)C.Cl.C1C=CC2N(O)N=NC=2C=1>CCN(CC)CC.O.C(Cl)(Cl)Cl>[CH3:1][O:2][C:3]1[CH:4]=[C:5]([CH:11]=[CH:12][C:13]=1[O:14][CH3:15])[O:6][CH2:7][C:8]([N:18]([O:19][CH3:20])[CH3:17])=[O:10] |f:1.2,3.4|. Yield: 78.5%. Run in CCN(CC)CC (Et3N), O (H2O), C(Cl)(Cl)Cl (CHCl3). Reported procedure: To a mixture of CHCl3 (100 mL) with 2-(3,4-dimethoxyphenoxy)acetic acid (4.244 g), N,O-dimethylhydroxyamine hydrochloride (2.341 g), WSC.HCl (4.984 g) and HOBt.H2O (3.513 g), Et3N (3.62 mL) was added and the mixture was stirred at room temperature for 20 hours. The reaction mixture was concentrated, H2O (400 mL) was added, and the organic layer extracted with AcOEt (500 mL) was washed successively with saturated aqueous sodium dicarbonate (400 mL), water (400 mL) and brine (400 mL), dried (MgSO4...